Dataset: the Open Reaction Database (ORD), a public repository of structured organic reaction records. Task: describe an organic reaction: reactants, conditions, products, and yield Reactants: N1=C(C=CC=C1)C(C(=O)N)=C (pyridinyl acrylamide), ClC1=C(C(=O)O)C=CC=N1 (2-Chloro-nicotinic acid), amines. The product is C(C1=CN=CC=C1)(=O)O (nicotinic acid), 2-arylamino. RXN SMILES: N1C=CC=CC=1C(=C)C(N)=O.Cl[C:13]1[N:21]=[CH:20][CH:19]=[CH:18][C:14]=1[C:15]([OH:17])=[O:16]>>[C:15]([OH:17])(=[O:16])[C:14]1[CH:18]=[CH:19][CH:20]=[N:21][CH:13]=1. Procedure: The Scheme 14 shows a proposed process for synthesizing pyridinyl acrylamide (64). 2-Chloro-nicotinic acid compound (23) is reacted with various amines to yield nicotinic acid compound (60) with 2-alkylamino, 2-dialkylamino, 2-arylamino, or 2-N-alkyl-N-aryl-amino group, which undergoes similar reactions to scheme 5 to give pyridinyl acrylic acid (63). Pyridinyl acrylamide (64) is then obtained by the reaction of pyridinyl acrylic acid (63) with the amine compound (1). Reactants: Cl[Sn]Cl (SnCl2), CC1(C(N(C(N1CCCCCCCCCSCCCC(C(F)(F)F)(F)F)=O)C1=CC(=C(C=C1)[N+](=O)[O-])C(F)(F)F)=O)C (5,5-dimethyl-3-[4-nitro-3-(trifluoromethyl)phenyl]-1-{9-[(4,4,5,5,5-pentafluoropentyl)thio]nonyl}imidazolidine-2,4-dione), aqueous solution, C(=O)(O)[O-].[Na+] (NaHCO3). Run in CCOC(=O)C (AcOEt), CCOC(=O)C (AcOEt). The product is NC1=C(C=C(C=C1)N1C(N(C(C1=O)(C)C)CCCCCCCCCSCCCC(C(F)(F)F)(F)F)=O)C(F)(F)F (3-[4-amino-3-(trifluoromethyl)phenyl]-5,5-dimethyl-1-{9-[(4,4,5,5,5-pentafluoropentyl)thio]nonyl}imidazolidine-2,4-dione). The yield is 84.0%. As a reaction SMILES: Cl[Sn]Cl.[CH3:4][C:5]1([CH3:45])[N:9]([CH2:10][CH2:11][CH2:12][CH2:13][CH2:14][CH2:15][CH2:16][CH2:17][CH2:18][S:19][CH2:20][CH2:21][CH2:22][C:23]([F:29])([F:28])[C:24]([F:27])([F:26])[F:25])[C:8](=[O:30])[N:7]([C:31]2[CH:36]=[CH:35][C:34]([N+:37]([O-])=O)=[C:33]([C:40]([F:43])([F:42])[F:41])[CH:32]=2)[C:6]1=[O:44].C([O-])(O)=O.[Na+]>CCOC(C)=O>[NH2:37][C:34]1[CH:35]=[CH:36][C:31]([N:7]2[C:6](=[O:44])[C:5]([CH3:45])([CH3:4])[N:9]([CH2:10][CH2:11][CH2:12][CH2:13][CH2:14][CH2:15][CH2:16][CH2:17][CH2:18][S:19][CH2:20][CH2:21][CH2:22][C:23]([F:28])([F:29])[C:24]([F:25])([F:26])[F:27])[C:8]2=[O:30])=[CH:32][C:33]=1[C:40]([F:43])([F:42])[F:41] |f:2.3|. Reported procedure: SnCl2, 2H2O (3.84 g, 17 mmoles) is added to the compound of Example 1 (1.08 g, 1.7 mmole) dissolved in AcOEt (30 ml). The reaction mixture is heated under reflux until the starting compound disappears (5 h 30) and then cooled down using an ice bath. After dilution with AcOEt (30 ml), the mixture is poured onto a 1M aqueous solution of NaHCO3 (120 ml). The mixture is stirred for a few hours during which time a white precipitate forms. This precipitate is eliminated by filtration on celite. The fi... The reactants are CNC1=NNC2=CC(=CC=C12)B1OC(C(O1)(C)C)(C)C (N-methyl-6-(4,4,5,5-tetramethyl-1,3,2-dioxaborolan-2-yl)-1H-indazol-3-amine), C(C)N1CCN(CC1)CC1=C(C=C(C=C1)NC(C1=CC(=CC=C1)I)=O)C(F)(F)F (N-(4-((4-ethylpiperazin-1-yl)methyl)-3-(trifluoromethyl)phenyl)-3-iodobenzamide). The reagents and catalysts are C1=CC=C(C=C1)P([C-]2C=CC=C2)C3=CC=CC=C3.C1=CC=C(C=C1)P([C-]2C=CC=C2)C3=CC=CC=C3.Cl[Pd]Cl.[Fe+2] (Pd(dppf)Cl2). Run in O1CCOCC1 (dioxane), C([O-])([O-])=O.[Na+].[Na+] (sodium carbonate). Conditions: temperature 100 celsius, time 4 hour. Yields the product C(C)N1CCN(CC1)CC1=C(C=C(C=C1)NC(C1=CC(=CC=C1)C1=CC=C2C(=NNC2=C1)NC)=O)C(F)(F)F (N-(4-((4-ethylpiperazin-1-yl)methyl)-3-(trifluoromethyl)phenyl)-3-(3-(methylamino)-1H-indazol-6-yl)benzamide). Isolated yield 18.3%. As a reaction SMILES: [CH3:1][NH:2][C:3]1[C:11]2[C:6](=[CH:7][C:8](B3OC(C)(C)C(C)(C)O3)=[CH:9][CH:10]=2)[NH:5][N:4]=1.[CH2:21]([N:23]1[CH2:28][CH2:27][N:26]([CH2:29][C:30]2[CH:35]=[CH:34][C:33]([NH:36][C:37](=[O:45])[C:38]3[CH:43]=[CH:42][CH:41]=[C:40](I)[CH:39]=3)=[CH:32][C:31]=2[C:46]([F:49])([F:48])[F:47])[CH2:25][CH2:24]1)[CH3:22]>O1CCOCC1.C(=O)([O-])[O-].[Na+].[Na+].C1C=CC(P(C2C=CC=CC=2)[C-]2C=CC=C2)=CC=1.C1C=CC(P(C2C=CC=CC=2)[C-]2C=CC=C2)=CC=1.Cl[Pd]Cl.[Fe+2]>[CH2:21]([N:23]1[CH2:28][CH2:27][N:26]([CH2:29][C:30]2[CH:35]=[CH:34][C:33]([NH:36][C:37](=[O:45])[C:38]3[CH:43]=[CH:42][CH:41]=[C:40]([C:8]4[CH:7]=[C:6]5[C:11]([C:3]([NH:2][CH3:1])=[N:4][NH:5]5)=[CH:10][CH:9]=4)[CH:39]=3)=[CH:32][C:31]=2[C:46]([F:49])([F:47])[F:48])[CH2:25][CH2:24]1)[CH3:22] |f:3.4.5,6.7.8.9|. Procedure details: To a solution of N-methyl-6-(4,4,5,5-tetramethyl-1,3,2-dioxaborolan-2-yl)-1H-indazol-3-amine (14 mg, 0.05 mmol) in dioxane (1.25 mL) and 1N sodium carbonate solution (0.25 mL) were added N-(4-((4-ethylpiperazin-1-yl)methyl)-3-(trifluoromethyl)phenyl)-3-iodobenzamide (26 mg, 0.05 mmol) and Pd(dppf)Cl2 (4 mg, 5 μmol). After the reaction was stirred at 100° C. for 4 hours and cooled to room temperature, the mixture was filtered through Celite and washed by ethyl acetate. The combined organic soluti... The reactants are C([O-])([O-])=O.[K+].[K+] (Potassium carbonate), N1C(=CC=C1)C#N (pyrrole-2-carbonitrile), BrCC(=O)C1=CC=C(C=C1)Br (2,4′-dibromoacetophenone). Solvent: CN(C)C=O (DMF), ClCCl (dichloromethane). Run at time 1 hour. Yields the product BrC1=CC=C(C=C1)C(CN1C(=CC=C1)C#N)=O (1-[2-(4-bromo-phenyl)-2-oxo-ethyl]-1H-pyrrole-2-carbonitrile). RXN SMILES: C(=O)([O-])[O-].[K+].[K+].[NH:7]1[CH:11]=[CH:10][CH:9]=[C:8]1[C:12]#[N:13].Br[CH2:15][C:16]([C:18]1[CH:23]=[CH:22][C:21]([Br:24])=[CH:20][CH:19]=1)=[O:17]>CN(C=O)C.ClCCl>[Br:24][C:21]1[CH:22]=[CH:23][C:18]([C:16](=[O:17])[CH2:15][N:7]2[CH:11]=[CH:10][CH:9]=[C:8]2[C:12]#[N:13])=[CH:19][CH:20]=1 |f:0.1.2|. Procedure: 5.53 g (40.0 mmol) Potassium carbonate is added to a solution of 1.70 ml (20.0 mmol) pyrrole-2-carbonitrile and 8.34 g (30.0 mmol) 2,4′-dibromoacetophenone in 40 ml DMF. The resulting suspension is stirred for 1 hour at room temperature. The reaction mixture is diluted with dichloromethane and filtered with suction. The residue is washed with dichloromethane. The filtrate is evaporated and the residue is chromatographed on a silica gel column with cyclohexane/ethyl acetate as eluent to give 1-[2... The reactants are FC(C(=O)O)(F)F (Trifluoroacetic acid), N1=CC=C(C=C1)N(C(=O)OC(C)(C)C)C1=CC=C(OCCCCCC(=O)OCC)C=C1 (ethyl 6-[4-[N-(4-pyridyl)-N-tertiary-butyloxycarbonylamino]-phenoxy]hexanoate). Run in ClCCl (dichloromethane). Product: N1=CC=C(C=C1)NC1=CC=C(OCCCCCC(=O)OCC)C=C1 (Ethyl 6-[4-(4-pyridylamino)phenoxy]hexanoate). Reaction SMILES: FC(F)(F)C(O)=O.[N:8]1[CH:13]=[CH:12][C:11]([N:14]([C:22]2[CH:38]=[CH:37][C:25]([O:26][CH2:27][CH2:28][CH2:29][CH2:30][CH2:31][C:32]([O:34][CH2:35][CH3:36])=[O:33])=[CH:24][CH:23]=2)C(OC(C)(C)C)=O)=[CH:10][CH:9]=1>ClCCl>[N:8]1[CH:13]=[CH:12][C:11]([NH:14][C:22]2[CH:23]=[CH:24][C:25]([O:26][CH2:27][CH2:28][CH2:29][CH2:30][CH2:31][C:32]([O:34][CH2:35][CH3:36])=[O:33])=[CH:37][CH:38]=2)=[CH:10][CH:9]=1. Procedure details: Trifluoroacetic acid (3 ml) was added to a stirred solution of ethyl 6-[4-[N-(4-pyridyl)-N-tertiary-butyloxycarbonylamino]-phenoxy]hexanoate (260 mg) dissolved in dichloromethane (3 ml). After 18 hours the solvents were removed in vacuo and the residual gum dissolved in dichloromethane. This solution was treated with a saturated solution of sodium hydrogen carbonate. The organic phase was washed with water, dried and evaporated. Trituration of the residue with hexane gave the title compound, 120... Starting materials: N=1C=CN2C1C=CC=C2SCCCCN2C(OCC2=O)=O (3-[4-(imidazo[1,2-a]pyridin-5-ylthio)butyl]oxazolidine-2,4-dione), C(CCC)=O (n-butyraldehyde), N1CCCCC1 (piperidine). Solvent: C(C)O (ethanol). The product is C(CCC)=C1C(N(C(O1)=O)CCCCSC1=CC=CC=2N1C=CN2)=O (5-butylidene-3-[4-(imidazo[1,2-a]pyridin-5-ylthio)butyl]oxazolidine-2,4-dione). Reaction SMILES: [N:1]1[CH:2]=[CH:3][N:4]2[C:9]([S:10][CH2:11][CH2:12][CH2:13][CH2:14][N:15]3[C:19](=[O:20])[CH2:18][O:17][C:16]3=[O:21])=[CH:8][CH:7]=[CH:6][C:5]=12.[CH:22](=O)[CH2:23][CH2:24][CH3:25].N1CCCCC1>C(O)C>[CH:22](=[C:18]1[O:17][C:16](=[O:21])[N:15]([CH2:14][CH2:13][CH2:12][CH2:11][S:10][C:9]2[N:4]3[CH:3]=[CH:2][N:1]=[C:5]3[CH:6]=[CH:7][CH:8]=2)[C:19]1=[O:20])[CH2:23][CH2:24][CH3:25]. Procedure details: To a solution of 3.66 g (12 mmol) of 3-[4-(imidazo[1,2-a]pyridin-5-ylthio)butyl]oxazolidine-2,4-dione and 1.08 ml (12 mmol) of n-butyraldehyde in 50 ml of ethanol, 0.12 ml (1.2 mmol) of piperidine was added, followed by refluxing for 16 hours. After the reaction mixture was cooled, the solvent was distilled off. The residue was dissolved in chloroform, washed with saturated aqueous sodium hydrogen carbonate and dried, after which the solvent was distilled off. The residue was purified by column ...